From a dataset of the Open Reaction Database (ORD), a public repository of structured organic reaction records. describe an organic reaction: reactants, conditions, products, and yield Procedure details: A mixture of trifluoroacetic acid (10 ml) and dichloromethane (10 ml) was added to tert-butyl({1-[4-(trifluoromethyl)phenyl]piperidin-4-yl}methyl)carbamate (1.36 g). This mixture was stirred at room temperature for 3 h. The sample was concentrated and taken up in dichloromethane (20 ml) and saturated aqueous sodium bicarbonate. The mixture was extracted and the organic layer was dried over sodium sulfate, filtered, and concentrated in vacuo to provide the title compound (1.21 g, 86%). Mass spect... Reaction SMILES: FC(F)(F)C(O)=O.C(OC(=O)[NH:14][CH2:15][CH:16]1[CH2:21][CH2:20][N:19]([C:22]2[CH:27]=[CH:26][C:25]([C:28]([F:31])([F:30])[F:29])=[CH:24][CH:23]=2)[CH2:18][CH2:17]1)(C)(C)C>ClCCl>[F:30][C:28]([F:29])([F:31])[C:25]1[CH:24]=[CH:23][C:22]([N:19]2[CH2:20][CH2:21][CH:16]([CH2:15][NH2:14])[CH2:17][CH2:18]2)=[CH:27][CH:26]=1. Solvent: ClCCl (dichloromethane). Run at time 3 hour. The yield is 123.5%. The product is FC(C1=CC=C(C=C1)N1CCC(CC1)CN)(F)F (1-{1-[4-(Trifluoromethyl)phenyl]piperidin-4-yl}methanamine). The reactants are FC(C(=O)O)(F)F (trifluoroacetic acid), C(C)(C)(C)OC(NCC1CCN(CC1)C1=CC=C(C=C1)C(F)(F)F)=O (tert-butyl({1-[4-(trifluoromethyl)phenyl]piperidin-4-yl}methyl)carbamate). Reactants: C=O (Paraformaldehyde), N1CCCC1 (pyrrolidine), FC1=C(C=C2C=CN(C2=C1)S(=O)(=O)C1=CC=CC=C1)O (6-fluoro-1-(phenylsulfonyl)-1H-indol-5-ol), FC1=C(C=C2C=CN(C2=C1)S(=O)(=O)C1=CC=CC=C1)O (6-fluoro-1-(phenylsulfonyl)-1H-indol-5-ol). The solvent is CCO (EtOH), CCO (EtOH). Product: FC1=C(C(=C2C=CN(C2=C1)S(=O)(=O)C1=CC=CC=C1)CN1CCCC1)O (6-Fluoro-1-(phenylsulfonyl)-4-(pyrrolidin-1-ylmethyl)-1H-indol-5-ol). As a reaction SMILES: [CH2:1]=O.[NH:3]1[CH2:7][CH2:6][CH2:5][CH2:4]1.[F:8][C:9]1[CH:17]=[C:16]2[C:12]([CH:13]=[CH:14][N:15]2[S:18]([C:21]2[CH:26]=[CH:25][CH:24]=[CH:23][CH:22]=2)(=[O:20])=[O:19])=[CH:11][C:10]=1[OH:27]>CCO>[F:8][C:9]1[CH:17]=[C:16]2[C:12]([CH:13]=[CH:14][N:15]2[S:18]([C:21]2[CH:26]=[CH:25][CH:24]=[CH:23][CH:22]=2)(=[O:20])=[O:19])=[C:11]([CH2:1][N:3]2[CH2:7][CH2:6][CH2:5][CH2:4]2)[C:10]=1[OH:27]. Procedure details: Paraformaldehyde (20.6 mg, 0.686 mmol) and pyrrolidine (0.057 ml, 0.686 mmol) in EtOH (1 ml) was heated until a clear solution was obtained. The solution was added to 6-fluoro-1-(phenylsulfonyl)-1H-indol-5-ol (100 mg, 0.343 mmol; Intermediate 95) in EtOH (1 ml) and the mixture was heated at 90 oC for 10 min. Solvent was evaporated. Yield: 137 mg and ca. 20% of material was purified on Gilson HPLC using 15-45% MeCN in 50 nM ammonium hydrogencarbonate buffer. Yield: 21 mg (82%); white solid. MS (E...